Task: describe an organic reaction: reactants, conditions, products, and yield. Dataset: the Open Reaction Database (ORD), a public repository of structured organic reaction records As a reaction SMILES: [CH3:20][C:21]([Cl:22])=[O:23].[Cl:24][CH2:25][Cl:26].[F:1][C:2]([S:3](=[O:4])(=[O:5])[O:6][c:7]1[cH:8][c:9]([CH:15]([CH3:16])[CH3:17])[c:10]([CH2:13][OH:14])[cH:11][cH:12]1)([F:18])[F:19]>>[F:1][C:2]([S:3](=[O:4])(=[O:5])[O:6][c:7]1[cH:8][c:9]([CH:15]([CH3:16])[CH3:17])[c:10]([CH2:13][O:14][C:21]([CH3:20])=[O:23])[cH:11][cH:12]1)([F:18])[F:19]. The product is CC(=O)OCc1ccc(OS(=O)(=O)C(F)(F)F)cc1C(C)C. Reactants: CC(=O)Cl, ClCCl, CC(C)c1cc(OS(=O)(=O)C(F)(F)F)ccc1CO. Starting materials: OC(CCCCCCCCCC)C=1C=C(OC1)[Si](C)(C)C (4-(1-hydroxyundecyl)-2-trimethylsilylfuran), C(C)(=O)OC(C)=O (acetic anhydride). Solvent: N1=CC=CC=C1 (pyridine). Reaction conditions: time 14 hour. Product: C(C)(=O)OC(CCCCCCCCCC)C=1C=C(OC1)[Si](C)(C)C (4-(1-Acetoxyundecyl)-2-trimethylsilylfuran). Reaction SMILES: [OH:1][CH:2]([C:13]1[CH:14]=[C:15]([Si:18]([CH3:21])([CH3:20])[CH3:19])[O:16][CH:17]=1)[CH2:3][CH2:4][CH2:5][CH2:6][CH2:7][CH2:8][CH2:9][CH2:10][CH2:11][CH3:12].[C:22](OC(=O)C)(=[O:24])[CH3:23]>N1C=CC=CC=1>[C:22]([O:1][CH:2]([C:13]1[CH:14]=[C:15]([Si:18]([CH3:21])([CH3:20])[CH3:19])[O:16][CH:17]=1)[CH2:3][CH2:4][CH2:5][CH2:6][CH2:7][CH2:8][CH2:9][CH2:10][CH2:11][CH3:12])(=[O:24])[CH3:23]. Reported procedure: A mixture of 4-(1-hydroxyundecyl)-2-trimethylsilylfuran (1.21 g, 3.89 mmol), acetic anhydride (4 ml) and pyridine (6 ml) was stirred under argon at ca. 20° for 14h. After most of the solvent was removed under high vacuum (<40°), the residue was dissolved in ether (40 ml) and washed thoroughly with aqueous copper sulfate and water. Drying (magnesium sulfate) and evaporation gave a brown oil, which was flash chromatographed on silica using 5% ethyl ether/petroleum ether. Fractions with Rf of about... Reactants: Cl.NO (hydroxylamine hydrochloride), [OH-].[K+] (KOH), C(C)OC(C(C)C=1C=NNC1C1=CC=C(C=C1)CCCCCC)=O (5-(4-n-hexylphenyl)-1H-pyrazol-4-yl-propionic acid ethyl ester). Run in CO (methanol), CO (methanol). Conditions: temperature -5 celsius, time 24 hour. Product: C(CCCCC)C1=CC=C(C=C1)C1=C(C=NN1)C(C(=O)NO)C (5-(4-n-hexylphenyl)-1H-pyrazol-4-yl-propionohydroxamic acid). RXN SMILES: C([O:3][C:4](=O)[CH:5]([C:7]1[CH:8]=[N:9][NH:10][C:11]=1[C:12]1[CH:17]=[CH:16][C:15]([CH2:18][CH2:19][CH2:20][CH2:21][CH2:22][CH3:23])=[CH:14][CH:13]=1)[CH3:6])C.Cl.[NH2:26][OH:27].[OH-].[K+]>CO>[CH2:18]([C:15]1[CH:16]=[CH:17][C:12]([C:11]2[NH:10][N:9]=[CH:8][C:7]=2[CH:5]([CH3:6])[C:4]([NH:26][OH:27])=[O:3])=[CH:13][CH:14]=1)[CH2:19][CH2:20][CH2:21][CH2:22][CH3:23] |f:1.2,3.4|. Procedure: 10 g 5-(4-n-hexylphenyl)-1H-pyrazol-4-yl-propionic acid ethyl ester dissolved in 40 ml methanol are added rapidly to a solution of 4.2 g hydroxylamine hydrochloride and 5 g KOH in 40 ml methanol, pre-cooled to -5° C. After reaching room temperature, the reaction mixture is stirred for 24 hrs. The mixture is filtered and the solvent concentrated under vacuum. The residue is dissolved in ethyl acetate, washed with water, dried with Na2SO4 and solvent removed by evaporation under vacuum. The title ... Starting materials: C(C)(C)(C)OC(=O)N1CCC(CC1)OC1=C(C=NC2=CC=C(C=C12)\C=C/1\C(N=C(S1)N)=O)C#N (4-{6-[2-amino-4-oxo-4H-thiazol-(5Z)-ylidenemethyl]-3-cyano-quinolin-4-yloxy}-piperidine-1-carboxylic acid tert-butyl ester), Cl (HCl). Solvent: O1CCOCC1 (dioxane). Conditions: time 30 minute. Product: Cl.NC=1S\C(\C(N1)=O)=C/C=1C=C2C(=C(C=NC2=CC1)C#N)OC1CCNCC1 (6-[2-amino-4-oxo-4H-thiazol-(5Z)-ylidenemethyl]-4-(piperidin-4-yloxy)-quinoline-3-carbonitrile hydrochloride). Reaction SMILES: C(OC([N:8]1[CH2:13][CH2:12][CH:11]([O:14][C:15]2[C:24]3[C:19](=[CH:20][CH:21]=[C:22](/[CH:25]=[C:26]4/[C:27](=[O:32])[N:28]=[C:29]([NH2:31])[S:30]/4)[CH:23]=3)[N:18]=[CH:17][C:16]=2[C:33]#[N:34])[CH2:10][CH2:9]1)=O)(C)(C)C.[ClH:35]>O1CCOCC1>[ClH:35].[NH2:31][C:29]1[S:30]/[C:26](=[CH:25]\[C:22]2[CH:23]=[C:24]3[C:19](=[CH:20][CH:21]=2)[N:18]=[CH:17][C:16]([C:33]#[N:34])=[C:15]3[O:14][CH:11]2[CH2:12][CH2:13][NH:8][CH2:9][CH2:10]2)/[C:27](=[O:32])[N:28]=1 |f:3.4|. Procedure: To 4-{6-[2-amino-4-oxo-4H-thiazol-(5Z)-ylidenemethyl]-3-cyano-quinolin-4-yloxy}-piperidine-1-carboxylic acid tert-butyl ester (example 29, 34 mg, 0.071 mmol) was added 4N HCl in dioxane (3 mL). After stirring 30 min and removal of the solvent, ether was added. The solid was collected by filtration and washed with ether and dried to give 6-[2-amino-4-oxo-4H-thiazol-(5Z)-ylidenemethyl]-4-(piperidin-4-yloxy)-quinoline-3-carbonitrile hydrochloride. LC-MS m/e 480 (MH+). Reactants: ClC(=O)OCC(C)C (isobutyl chloroformate), [OH-].[NH4+] (ammonium hydroxide), Cl (HCl), C1(=CC=C(C=C1)C[C@H](C[C@@H](C)C(=O)OCC)NC(=O)C1=CC=C(S1)C(=O)O)C1=CC=CC=C1 (5-((1S,3R)-1-biphenyl-4-ylmethyl-3-ethoxycarbonyl-butylcarbamoyl)-thiophene-2-carboxylic acid), C(C)(C)N(CC)C(C)C (diisopropylethylamine). The solvent is C1CCOC1 (THF), C1CCOC1 (THF). Reaction conditions: temperature 0 celsius, time 30 minute. Yields the product C(C)OC([C@@H](C[C@@H](CC1=CC=C(C=C1)C1=CC=CC=C1)NC(=O)C=1SC(=CC1)C(N)=O)C)=O ((2R,4S)-5-biphenyl-4-yl-4-[(5-carbamoyl-thiophene-2-carbonyl)-amino]-2-methyl-pentanoic acid ethyl ester). As a reaction SMILES: [C:1]1([C:28]2[CH:33]=[CH:32][CH:31]=[CH:30][CH:29]=2)[CH:6]=[CH:5][C:4]([CH2:7][C@@H:8]([NH:17][C:18]([C:20]2[S:24][C:23]([C:25]([OH:27])=O)=[CH:22][CH:21]=2)=[O:19])[CH2:9][C@H:10]([C:12]([O:14][CH2:15][CH3:16])=[O:13])[CH3:11])=[CH:3][CH:2]=1.C([N:37](C(C)C)CC)(C)C.ClC(OCC(C)C)=O.[OH-].[NH4+].Cl>C1COCC1>[CH2:15]([O:14][C:12](=[O:13])[C@H:10]([CH3:11])[CH2:9][C@H:8]([NH:17][C:18]([C:20]1[S:24][C:23]([C:25](=[O:27])[NH2:37])=[CH:22][CH:21]=1)=[O:19])[CH2:7][C:4]1[CH:3]=[CH:2][C:1]([C:28]2[CH:33]=[CH:32][CH:31]=[CH:30][CH:29]=2)=[CH:6][CH:5]=1)[CH3:16] |f:3.4|. Procedure details: To a solution of 5-((1S,3R)-1-biphenyl-4-ylmethyl-3-ethoxycarbonyl-butylcarbamoyl)-thiophene-2-carboxylic acid (Example 26: 115 mg, 0.247 mmol) in THF (1 mL) at 0° C. is added diisopropylethylamine (63.8 mg, 0.494 mmol) followed by dropwise addition of a solution of isobutyl chloroformate (33.7 mg, 0.247 mmol) in THF (0.1 mL). The mixture is stirred at 0° C. for 30 minutes then ammonium hydroxide (0.3 mL of 14.8 M solution) is added. The mixture is allowed to warm to room temperature then aqueou... Reactants: CN(C1=CC=CC=C1)C (N, N-dimethylaniline), C(CCC)C1=CC(NC(=N1)C1=CC(=CC=C1)F)=O (6-butyl-2-(3-fluoro-phenyl)-3H-pyrimidin-4-one), P(=O)(Cl)(Cl)Cl (phosphorus oxychloride). The product is C(CCC)C1=NC(=NC(=C1)Cl)C1=CC(=CC=C1)F (4-butyl-6-chloro-2-(3-fluoro-phenyl)-pyrimidine). Reaction SMILES: CN(C)C1C=CC=CC=1.[CH2:10]([C:14]1[N:19]=[C:18]([C:20]2[CH:25]=[CH:24][CH:23]=[C:22]([F:26])[CH:21]=2)[NH:17][C:16](=O)[CH:15]=1)[CH2:11][CH2:12][CH3:13].P(Cl)(Cl)([Cl:30])=O>>[CH2:10]([C:14]1[CH:15]=[C:16]([Cl:30])[N:17]=[C:18]([C:20]2[CH:25]=[CH:24][CH:23]=[C:22]([F:26])[CH:21]=2)[N:19]=1)[CH2:11][CH2:12][CH3:13]. Procedure details: A solution of N, N-dimethylaniline (0.31 mL) and 6-butyl-2-(3-fluoro-phenyl)-3H-pyrimidin-4-one (0.3 g) in 6 mL phosphorus oxychloride was heated in a sealed tube for 2.5 h at 125° C. The solution was allowed to cool and the phosphorous oxychloride were removed in vacuo. The remaining residue was washed four times with diethyl ether and the combined ether portions were washed with 0.5 M hydrochloric acid, dried over magnesium sulfate, and concentrated in vacuo to yield 4-butyl-6-chloro-2-(3-fluo... Run at temperature 96 celsius. The solvent is C(C)#N (acetonitrile), O (water). Reactants: FC(C(=O)O)(F)F.N12CCNC(CC1)CC2 (1,4-diazabicyclo[3.2.2]nonane 2,2,2-trifluoroacetate), FC=1C=CC(=C(C1)S(=O)(=O)NC)[N+](=O)[O-] (5-fluoro-N-methyl-2-nitrobenzenesulfonamide), FC=1C=CC(=C(C1)S(=O)(=O)NC)[N+](=O)[O-] (5-fluoro-N-methyl-2-nitrobenzenesulfonamide), C([O-])([O-])=O.[K+].[K+] (potassium carbonate). Reported procedure: To a solution of 5-fluoro-N-methyl-2-nitrobenzenesulfonamide (Intermediate 16A) (1.0 g, 4.27 mmol) in acetonitrile (10 mL) was added potassium carbonate (1.77 g, 12.81 mmol) followed by 1,4-diazabicyclo[3.2.2]nonane 2,2,2-trifluoroacetate (1.17 g, 4.27 mmol). The resulting suspension was heated to reflux at 96° C. overnight. The reaction mixture was diluted in water (50 mL) and split between two 20 g SCX cartridges. Purification by SCX and evaporation to dryness afforded 5-(1,4-diazabicyclo[3.2.... Product: N12CCN(C(CC1)CC2)C=2C=CC(=C(C2)S(=O)(=O)NC)[N+](=O)[O-] (5-(1,4-diazabicyclo[3.2.2]nonan-4-yl)-N-methyl-2-nitrobenzenesulfonamide). Isolated yield 80.6%. As a reaction SMILES: F[C:2]1[CH:3]=[CH:4][C:5]([N+:13]([O-:15])=[O:14])=[C:6]([S:8]([NH:11][CH3:12])(=[O:10])=[O:9])[CH:7]=1.C(=O)([O-])[O-].[K+].[K+].FC(F)(F)C(O)=O.[N:29]12[CH2:37][CH2:36][CH:33]([CH2:34][CH2:35]1)[NH:32][CH2:31][CH2:30]2>C(#N)C.O>[N:29]12[CH2:37][CH2:36][CH:33]([CH2:34][CH2:35]1)[N:32]([C:2]1[CH:3]=[CH:4][C:5]([N+:13]([O-:15])=[O:14])=[C:6]([S:8]([NH:11][CH3:12])(=[O:10])=[O:9])[CH:7]=1)[CH2:31][CH2:30]2 |f:1.2.3,4.5|.